Dataset: the Open Reaction Database (ORD), a public repository of structured organic reaction records. Task: describe an organic reaction: reactants, conditions, products, and yield RXN SMILES: [Br:25][N:26]1[C:27](=[O:28])[CH2:29][CH2:30][C:31]1=[O:32].[CH3:34][CH2:35][O:36][C:37](=[O:38])[CH3:39].[O:20]=[CH:21][N:22]([CH3:23])[CH3:24].[OH2:33].[OH:1][C:2]1([c:15]2[s:16][cH:17][cH:18][n:19]2)[CH2:3][CH2:4][CH:5]([C:8](=[O:9])[O:10][C:11]([CH3:12])([CH3:13])[CH3:14])[CH2:6][CH2:7]1>>[OH:1][C:2]1([c:15]2[s:16][c:17]([Br:25])[cH:18][n:19]2)[CH2:3][CH2:4][CH:5]([C:8](=[O:9])[O:10][C:11]([CH3:12])([CH3:13])[CH3:14])[CH2:6][CH2:7]1. Product: CC(C)(C)OC(=O)C1CCC(O)(c2ncc(Br)s2)CC1. The reactants are O=C1CCC(=O)N1Br, CCOC(C)=O, CN(C)C=O, O, CC(C)(C)OC(=O)C1CCC(O)(c2nccs2)CC1. The reactants are C1CCOC1, CC(=O)OCc1cc(C)cc(Oc2nc(Cl)nc(Cl)c2C(C)C)c1, [Li+], [OH-]. The product is Cc1cc(CO)cc(Oc2nc(Cl)nc(Cl)c2C(C)C)c1. As a reaction SMILES: [CH2:27]1[O:28][CH2:29][CH2:30][CH2:31]1.[Cl:1][c:2]1[n:3][c:4]([Cl:24])[c:5]([CH:21]([CH3:22])[CH3:23])[c:6]([O:8][c:9]2[cH:10][c:11]([CH2:12][O:13][C:14](=[O:15])[CH3:16])[cH:17][c:18]([CH3:20])[cH:19]2)[n:7]1.[Li+:25].[OH-:26]>>[Cl:1][c:2]1[n:3][c:4]([Cl:24])[c:5]([CH:21]([CH3:22])[CH3:23])[c:6]([O:8][c:9]2[cH:10][c:11]([CH2:12][OH:13])[cH:17][c:18]([CH3:20])[cH:19]2)[n:7]1. Starting materials: N#Cc1ccccc1Br, COCCOC, CC1(C)OB(c2cc([N+](=O)[O-])ccc2F)OC1(C)C, [Na+], O=C([O-])O, c1ccc(P(c2ccccc2)(c2ccccc2)[Pd](P(c2ccccc2)(c2ccccc2)c2ccccc2)(P(c2ccccc2)(c2ccccc2)c2ccccc2)P(c2ccccc2)(c2ccccc2)c2ccccc2)cc1. Product: N#Cc1ccccc1-c1cc([N+](=O)[O-])ccc1F. As a reaction SMILES: [Br:20][c:21]1[c:22]([C:23]#[N:24])[cH:25][cH:26][cH:27][cH:28]1.[CH3:29][O:30][CH2:31][CH2:32][O:33][CH3:34].[F:1][c:2]1[c:3]([B:11]2[O:12][C:13]([CH3:14])([CH3:15])[C:16]([CH3:17])([CH3:18])[O:19]2)[cH:4][c:5]([N+:8](=[O:9])[O-:10])[cH:6][cH:7]1.[Na+:39].[O-:35][C:36]([OH:37])=[O:38].[cH:40]1[cH:41][cH:42][c:43]([P:44]([Pd:45]([P:46]([c:47]2[cH:48][cH:49][cH:50][cH:51][cH:52]2)([c:53]2[cH:54][cH:55][cH:56][cH:57][cH:58]2)[c:59]2[cH:60][cH:61][cH:62][cH:63][cH:64]2)([P:65]([c:66]2[cH:67][cH:68][cH:69][cH:70][cH:71]2)([c:72]2[cH:73][cH:74][cH:75][cH:76][cH:77]2)[c:78]2[cH:79][cH:80][cH:81][cH:82][cH:83]2)[P:84]([c:85]2[cH:86][cH:87][cH:88][cH:89][cH:90]2)([c:91]2[cH:92][cH:93][cH:94][cH:95][cH:96]2)[c:97]2[cH:98][cH:99][cH:100][cH:101][cH:102]2)([c:103]2[cH:104][cH:105][cH:106][cH:107][cH:108]2)[c:109]2[cH:110][cH:111][cH:112][cH:113][cH:114]2)[cH:115][cH:116]1>>[F:1][c:2]1[c:3](-[c:21]2[c:22]([C:23]#[N:24])[cH:25][cH:26][cH:27][cH:28]2)[cH:4][c:5]([N+:8](=[O:9])[O-:10])[cH:6][cH:7]1. The reactants are [Br-], CC(=O)N1c2ccc(O)cc2C(C)(c2ccccc2)CC1(C)C, O=C([O-])[O-], CCCC[N+](CCCC)(CCCC)CCCC, Cl, [Cs+], [Cs+], ClCc1cccnc1. Yields the product CC(=O)N1c2ccc(OCc3cccnc3)cc2C(C)(c2ccccc2)CC1(C)C. RXN SMILES: [Br-:39].[C:1]([CH3:2])(=[O:3])[N:4]1[C:5]([CH3:22])([CH3:23])[CH2:6][C:7]([CH3:15])([c:16]2[cH:17][cH:18][cH:19][cH:20][cH:21]2)[c:8]2[cH:9][c:10]([OH:14])[cH:11][cH:12][c:13]21.[C:33](=[O:34])([O-:35])[O-:36].[CH3:40][CH2:41][CH2:42][CH2:43][N+:44]([CH2:45][CH2:46][CH2:47][CH3:48])([CH2:49][CH2:50][CH2:51][CH3:52])[CH2:53][CH2:54][CH2:55][CH3:56].[ClH:32].[Cs+:37].[Cs+:38].[cH:24]1[c:25]([CH2:30][Cl:31])[cH:26][cH:27][cH:28][n:29]1>>[C:1]([CH3:2])(=[O:3])[N:4]1[C:5]([CH3:22])([CH3:23])[CH2:6][C:7]([CH3:15])([c:16]2[cH:17][cH:18][cH:19][cH:20][cH:21]2)[c:8]2[cH:9][c:10]([O:14][CH2:30][c:25]3[cH:24][n:29][cH:28][cH:27][cH:26]3)[cH:11][cH:12][c:13]21. The reactants are C#Cc1ccc(NC(C)=O)nc1, CCN(C(C)C)C(C)C, [Cu]I, CCOC(=O)c1ccc(C)c(I)c1, CN(C)C=O, c1ccc(P(c2ccccc2)(c2ccccc2)[Pd](P(c2ccccc2)(c2ccccc2)c2ccccc2)(P(c2ccccc2)(c2ccccc2)c2ccccc2)P(c2ccccc2)(c2ccccc2)c2ccccc2)cc1. Product: CCOC(=O)c1ccc(C)c(C#Cc2ccc(NC(C)=O)nc2)c1. RXN SMILES: [C:14](#[CH:15])[c:16]1[cH:17][cH:18][c:19]([NH:22][C:23]([CH3:24])=[O:25])[n:20][cH:21]1.[CH:26]([N:27]([CH2:28][CH3:29])[CH:30]([CH3:31])[CH3:32])([CH3:33])[CH3:34].[Cu:117][I:118].[I:1][c:2]1[cH:3][c:4]([C:5](=[O:6])[O:7][CH2:8][CH3:9])[cH:10][cH:11][c:12]1[CH3:13].[O:35]=[CH:36][N:37]([CH3:38])[CH3:39].[cH:40]1[cH:41][cH:42][c:43]([P:44]([Pd:45]([P:46]([c:47]2[cH:48][cH:49][cH:50][cH:51][cH:52]2)([c:53]2[cH:54][cH:55][cH:56][cH:57][cH:58]2)[c:59]2[cH:60][cH:61][cH:62][cH:63][cH:64]2)([P:65]([c:66]2[cH:67][cH:68][cH:69][cH:70][cH:71]2)([c:72]2[cH:73][cH:74][cH:75][cH:76][cH:77]2)[c:78]2[cH:79][cH:80][cH:81][cH:82][cH:83]2)[P:84]([c:85]2[cH:86][cH:87][cH:88][cH:89][cH:90]2)([c:91]2[cH:92][cH:93][cH:94][cH:95][cH:96]2)[c:97]2[cH:98][cH:99][cH:100][cH:101][cH:102]2)([c:103]2[cH:104][cH:105][cH:106][cH:107][cH:108]2)[c:109]2[cH:110][cH:111][cH:112][cH:113][cH:114]2)[cH:115][cH:116]1>>[c:2]1([C:15]#[C:14][c:16]2[cH:17][cH:18][c:19]([NH:22][C:23]([CH3:24])=[O:25])[n:20][cH:21]2)[cH:3][c:4]([C:5](=[O:6])[O:7][CH2:8][CH3:9])[cH:10][cH:11][c:12]1[CH3:13]. The reactants are O=C([O-])[O-], CS(C)=O, Fc1ncccc1Cl, [Cs+], [Cs+], CC(O)C(F)(F)F. Yields the product CC(Oc1ncccc1Cl)C(F)(F)F. Reaction SMILES: [C:16](=[O:17])([O-:18])[O-:19].[CH3:22][S:23]([CH3:24])=[O:25].[Cl:1][c:2]1[c:3]([F:8])[n:4][cH:5][cH:6][cH:7]1.[Cs+:20].[Cs+:21].[F:9][C:10]([CH:11]([CH3:12])[OH:13])([F:14])[F:15]>>[Cl:1][c:2]1[c:3]([O:13][CH:11]([C:10]([F:9])([F:14])[F:15])[CH3:12])[n:4][cH:5][cH:6][cH:7]1.